From a dataset of the Open Reaction Database (ORD), a public repository of structured organic reaction records. describe an organic reaction: reactants, conditions, products, and yield The reactants are COc1cc2ncccc2cc1C, CCOC(C)=O, O=C1CCC(=O)N1Br, CN(C)C=O. Yields the product COc1c(C)cc2cccnc2c1Br. As a reaction SMILES: [CH3:1][c:2]1[cH:3][c:4]2[cH:5][cH:6][cH:7][n:8][c:9]2[cH:10][c:11]1[O:12][CH3:13].[CH3:27][CH2:28][O:29][C:30]([CH3:31])=[O:32].[O:14]=[C:15]1[N:16]([Br:21])[C:17](=[O:18])[CH2:19][CH2:20]1.[O:22]=[CH:23][N:24]([CH3:25])[CH3:26]>>[CH3:1][c:2]1[cH:3][c:4]2[cH:5][cH:6][cH:7][n:8][c:9]2[c:10]([Br:21])[c:11]1[O:12][CH3:13].